Task: describe an organic reaction: reactants, conditions, products, and yield. Dataset: the Open Reaction Database (ORD), a public repository of structured organic reaction records Reactants: [Li+].C[Si](C)(C)[N-][Si](C)(C)C (LHMDS), BrCC1=NC(=CC(=C1)C)N1C(=CC=C1C)C (2-(Bromomethyl)-6-(2,5-dimethyl-1H-pyrrol-1-yl)-4-methylpyridine), C([C@H](O)CC(=O)OC(C)C)(=O)OC(C)C (diisopropyl (R)-(+)-malate). Solvent: C1CCOC1 (THF), C1CCOC1 (THF), C1CCOC1 (THF). Run at temperature -78 celsius, time 10 minute. Product: CC=1N(C(=CC1)C)C1=CC(=CC(=N1)C[C@H](C(=O)OC(C)C)[C@H](C(=O)OC(C)C)O)C ((2S,3R)-Diisopropyl 2-((6-(2,5-dimethyl-1H-pyrrol-1-yl)-4-methylpyridin-2-yl)methyl)-3-hydroxysuccinate). The yield is 69.9%. As a reaction SMILES: [Li+].C[Si]([N-][Si](C)(C)C)(C)C.[C:11]([O:22][CH:23]([CH3:25])[CH3:24])(=[O:21])[C@@H:12]([CH2:14][C:15]([O:17][CH:18]([CH3:20])[CH3:19])=[O:16])[OH:13].Br[CH2:27][C:28]1[CH:33]=[C:32]([CH3:34])[CH:31]=[C:30]([N:35]2[C:39]([CH3:40])=[CH:38][CH:37]=[C:36]2[CH3:41])[N:29]=1>C1COCC1>[CH3:40][C:39]1[N:35]([C:30]2[N:29]=[C:28]([CH2:27][C@@H:14]([C@@H:12]([OH:13])[C:11]([O:22][CH:23]([CH3:25])[CH3:24])=[O:21])[C:15]([O:17][CH:18]([CH3:20])[CH3:19])=[O:16])[CH:33]=[C:32]([CH3:34])[CH:31]=2)[C:36]([CH3:41])=[CH:37][CH:38]=1 |f:0.1|. Procedure: To a dry flask containing THF (20 mL) at −78° C. was added fresh LHMDS (1.0 M in THF, 10 mL, 10 mmol). After 10 min, a solution of diisopropyl (R)-(+)-malate (5b, 1008 μL, 4.88 mmol) was added dropwise as a solution in THF (5 mL) through a cannula. The reaction was stirred at the same temperature for 10 min then transferred to an ice-bath (0° C.) for 30 min. The reaction was cooled to −78° C. again and 6 (1017 mg, 3.66 mmol) was added slowly (1 drop/sec) as a solution in THF (5 mL) through a can... The reactants are CCNCC, CC(C)=O, O=S(=O)(Cl)c1c(Cl)c(Cl)c(Cl)c2nc(C(F)(F)F)[nH]c12, Cl. Yields the product CCN(CC)S(=O)(=O)c1c(Cl)c(Cl)c(Cl)c2nc(C(F)(F)F)[nH]c12. As a reaction SMILES: [CH2:1]([CH3:2])[NH:3][CH2:4][CH3:5].[CH3:27][C:28](=[O:29])[CH3:30].[Cl:6][c:7]1[c:8]([S:22](=[O:23])(=[O:24])[Cl:25])[c:9]2[c:10]([n:11][c:12]([C:14]([F:15])([F:16])[F:17])[nH:13]2)[c:18]([Cl:21])[c:19]1[Cl:20].[ClH:26]>>[CH2:1]([CH3:2])[N:3]([CH2:4][CH3:5])[S:22]([c:8]1[c:7]([Cl:6])[c:19]([Cl:20])[c:18]([Cl:21])[c:10]2[c:9]1[nH:13][c:12]([C:14]([F:15])([F:16])[F:17])[n:11]2)(=[O:23])=[O:24]. Starting materials: COCC=CB1OC(C)(C)C(C)(C)O1, CC#N, CC(C)(C)OC(=O)N1CCC(CNc2cc(Cl)ncc2I)CC1, [Na+], [Na+], O=C([O-])[O-], [Pd], c1ccc(P(c2ccccc2)c2ccccc2)cc1, c1ccc(P(c2ccccc2)c2ccccc2)cc1, c1ccc(P(c2ccccc2)c2ccccc2)cc1, c1ccc(P(c2ccccc2)c2ccccc2)cc1. Yields the product COCC=Cc1cnc(Cl)cc1NCC1CCN(C(=O)OC(C)(C)C)CC1. As a reaction SMILES: [CH3:24][O:25][CH2:26][CH:27]=[CH:28][B:29]1[O:30][C:31]([CH3:32])([CH3:33])[C:34]([CH3:35])([CH3:36])[O:37]1.[CH3:44][C:45]#[N:46].[Cl:1][c:2]1[n:3][cH:4][c:5]([I:23])[c:6]([NH:8][CH2:9][CH:10]2[CH2:11][CH2:12][N:13]([C:16](=[O:17])[O:18][C:19]([CH3:20])([CH3:21])[CH3:22])[CH2:14][CH2:15]2)[cH:7]1.[Na+:38].[Na+:39].[O-:40][C:41](=[O:42])[O-:43].[Pd:47].[c:105]1([P:106]([c:107]2[cH:108][cH:109][cH:110][cH:111][cH:112]2)[c:113]2[cH:114][cH:115][cH:116][cH:117][cH:118]2)[cH:119][cH:120][cH:121][cH:122][cH:123]1.[c:48]1([P:49]([c:50]2[cH:51][cH:52][cH:53][cH:54][cH:55]2)[c:56]2[cH:57][cH:58][cH:59][cH:60][cH:61]2)[cH:62][cH:63][cH:64][cH:65][cH:66]1.[c:67]1([P:68]([c:69]2[cH:70][cH:71][cH:72][cH:73][cH:74]2)[c:75]2[cH:76][cH:77][cH:78][cH:79][cH:80]2)[cH:81][cH:82][cH:83][cH:84][cH:85]1.[c:86]1([P:87]([c:88]2[cH:89][cH:90][cH:91][cH:92][cH:93]2)[c:94]2[cH:95][cH:96][cH:97][cH:98][cH:99]2)[cH:100][cH:101][cH:102][cH:103][cH:104]1>>[Cl:1][c:2]1[n:3][cH:4][c:5]([CH:28]=[CH:27][CH2:26][O:25][CH3:24])[c:6]([NH:8][CH2:9][CH:10]2[CH2:11][CH2:12][N:13]([C:16](=[O:17])[O:18][C:19]([CH3:20])([CH3:21])[CH3:22])[CH2:14][CH2:15]2)[cH:7]1. Reactants: ClCCCN1C=NC2=C1C=CC=C2 (1-(3-chloropropyl)-1H-benzimidazole), Cl.C1(=CC=CC=C1)C(OC1CCNCC1)C1=CC=CC=C1 (4-(diphenylmethoxy)piperidine hydrochloride), C([O-])([O-])=O.[Na+].[Na+] (sodium carbonate), CC(CC(C)=O)C (4-methyl-2-pentanone). Run in O (water), O (water). The product is C1(=CC=CC=C1)C(OC1CCN(CC1)CCCN1C=NC2=C1C=CC=C2)C2=CC=CC=C2 (1-{3-[4-(diphenylmethoxy)-1-piperidinyl]propyl}-1H-benzimidazole). As a reaction SMILES: Cl[CH2:2][CH2:3][CH2:4][N:5]1[C:9]2[CH:10]=[CH:11][CH:12]=[CH:13][C:8]=2[N:7]=[CH:6]1.Cl.[C:15]1([CH:21]([C:29]2[CH:34]=[CH:33][CH:32]=[CH:31][CH:30]=2)[O:22][CH:23]2[CH2:28][CH2:27][NH:26][CH2:25][CH2:24]2)[CH:20]=[CH:19][CH:18]=[CH:17][CH:16]=1.C(=O)([O-])[O-].[Na+].[Na+].CC(C)CC(=O)C>O>[C:29]1([CH:21]([C:15]2[CH:16]=[CH:17][CH:18]=[CH:19][CH:20]=2)[O:22][CH:23]2[CH2:28][CH2:27][N:26]([CH2:2][CH2:3][CH2:4][N:5]3[C:9]4[CH:10]=[CH:11][CH:12]=[CH:13][C:8]=4[N:7]=[CH:6]3)[CH2:25][CH2:24]2)[CH:30]=[CH:31][CH:32]=[CH:33][CH:34]=1 |f:1.2,3.4.5|. Reported procedure: A mixture of 6 parts of 1-(3-chloropropyl)-1H-benzimidazole, 7.6 parts of 4-(diphenylmethoxy)piperidine hydrochloride, 10.6 parts of sodium carbonate and 200 parts of 4-methyl-2-pentanone is stirred and refluxed overnight with water-separator. The reaction mixture is cooled, water is added and the layers are separated. The 4-methyl-2-pentanone-phase is dried, filtered and evaporated. The oily residue is purified by column-chromatography over silica gel using a mixture of trichloromethane and met... Starting materials: [BH3-]C#N, CO, CC(C)(C)OC(=O)NC(C=O)CC1CCCCC1, Cl, [K+], NCC(N)=O, [Na+], [OH-]. Product: CC(C)(C)OC(=O)NC(CNCC(N)=O)CC1CCCCC1. As a reaction SMILES: [C:27]([BH3-:28])#[N:29].[CH3:31][OH:32].[CH:9]1([CH2:15][CH:16]([CH:17]=[O:18])[NH:19][C:20]([O:21][C:22]([CH3:23])([CH3:24])[CH3:25])=[O:26])[CH2:10][CH2:11][CH2:12][CH2:13][CH2:14]1.[ClH:1].[K+:8].[NH2:2][CH2:3][C:4](=[O:5])[NH2:6].[Na+:30].[OH-:7]>>[NH:2]([CH2:3][C:4](=[O:5])[NH2:6])[CH2:17][CH:16]([CH2:15][CH:9]1[CH2:10][CH2:11][CH2:12][CH2:13][CH2:14]1)[NH:19][C:20]([O:21][C:22]([CH3:23])([CH3:24])[CH3:25])=[O:26]. The reactants are ClC=1C=C(C=CC1Cl)[C@@H]1CCC(C2=CC=CC=C12)=O ((S)-4-(3,4-dichlorophenyl)-3,4-dihydronaphthalen-1 (2H)-one), [Li+].C[Si](C)(C)[N-][Si](C)(C)C (LiHMDS), C(C)=O (acetaldehyde). Run in C1CCOC1 (THF). Run at temperature 0 celsius. The product is ClC=1C=C(C=CC1Cl)[C@@H]1C\C(\C(C2=CC=CC=C12)=O)=C/C ((S,E)-4-(3,4-dichlorophenyl)-2-ethylidene-3,4-dihydronaphthalen-1(2H)-one). Yield: 88.8%. As a reaction SMILES: [Cl:1][C:2]1[CH:3]=[C:4]([C@H:9]2[C:18]3[C:13](=[CH:14][CH:15]=[CH:16][CH:17]=3)[C:12](=[O:19])[CH2:11][CH2:10]2)[CH:5]=[CH:6][C:7]=1[Cl:8].[Li+].C[Si]([N-][Si](C)(C)C)(C)C.[CH:30](=O)[CH3:31]>C1COCC1>[Cl:1][C:2]1[CH:3]=[C:4]([C@H:9]2[C:18]3[C:13](=[CH:14][CH:15]=[CH:16][CH:17]=3)[C:12](=[O:19])/[C:11](=[CH:30]/[CH3:31])/[CH2:10]2)[CH:5]=[CH:6][C:7]=1[Cl:8] |f:1.2|. Procedure details: To a solution of (S)-4-(3,4-dichlorophenyl)-3,4-dihydronaphthalen-1 (2H)-one 1 (3.0 g, 10.3 mmol) in THF (50 mL) at −78 ° C was added LiHMDS (1.0 M, 12.4 mL, 12.4 mmol). The reaction mixture was stirred for 20 min before acetaldehyde (0.55 g, 0.70 mL, 12.41 mmol) was added. The reaction mixture was stirred and warmed to 0° C. over 2 h before being quenched with a saturated solution of NH4Cl (10 mL). The product was extracted with ethyl acetate, dried and concentrated. The residue was purified by... Starting materials: acetal, C(C1=CC=CC=C1)=O (benzaldehyde), acetal, alkyl, C(CCC)[Li] (n-butyllithium), C(=O)N1CCCCC1 (N-formylpiperidine), O1CCCC1 (tetrahydrofuran). Product: COC(CC1=C(C=O)C=CC=C1)OC (2-(2,2-dimethoxyethyl) benzaldehyde). Reaction SMILES: [CH:1](=[O:8])[C:2]1[CH:7]=[CH:6][CH:5]=[CH:4][CH:3]=1.C([Li])CCC.[CH:14](N1CCCCC1)=[O:15].[O:22]1[CH2:26]C[CH2:24][CH2:23]1>>[CH3:14][O:15][CH:23]([O:22][CH3:26])[CH2:24][C:3]1[CH:4]=[CH:5][CH:6]=[CH:7][C:2]=1[CH:1]=[O:8]. Reported procedure: The acetal compound may be converted to the desired benzaldehyde compound by first intimately mixing the acetal compound with a metal alkyl such as n-butyllithium at very low temperatures (less than -70° C.) in an atmosphere of nitrogen to obtain a metal derivative. Thereafter, a solution of N-formylpiperidine in an inert solvent such as tetrahydrofuran is added in a dropwise manner to the suspension of the metal derivative obtain a 2-(2,2-dimethoxyethyl) benzaldehyde compound. The reaction is t... The reactants are O=C([O-])[O-], CS(C)=O, Fc1ccc(CBr)cn1, N#CC(C#N)CCC(F)(F)F, [K+], [K+]. The product is N#CC(C#N)(CCC(F)(F)F)Cc1ccc(F)nc1. As a reaction SMILES: [C:12](=[O:13])([O-:14])[O-:15].[CH3:27][S:28]([CH3:29])=[O:30].[F:18][c:19]1[cH:20][cH:21][c:22]([CH2:25][Br:26])[cH:23][n:24]1.[F:1][C:2]([CH2:3][CH2:4][CH:5]([C:6]#[N:7])[C:8]#[N:9])([F:10])[F:11].[K+:16].[K+:17]>>[F:1][C:2]([CH2:3][CH2:4][C:5]([C:6]#[N:7])([C:8]#[N:9])[CH2:25][c:22]1[cH:21][cH:20][c:19]([F:18])[n:24][cH:23]1)([F:10])[F:11]. The reactants are Cl (hydrochloric acid), COC(COC1=CN(C2=CC=C(C=C12)Br)S(=O)(=O)C1=CC=C(C=C1)OC)=O ([5-Bromo-1-(4-methoxy-benzenesuifonyl)-1H-indol-3-yloxy]-acetic acid methyl ester), C(C)(=O)OCC (ethyl acetate), [OH-].[Li+] (lithium hydroxide). Solvent: C1CCOC1 (THF). Reaction conditions: temperature 25 celsius, time 30 minute. Product: BrC=1C=C2C(=CN(C2=CC1)S(=O)(=O)C1=CC=C(C=C1)OC)OCC(=O)O ([5-Bromo-1-(4-methoxy-benzenesuifonyl)-1H-indol-3-yloxy]-acetic acid). Yield: 90.0%. As a reaction SMILES: C[O:2][C:3](=[O:27])[CH2:4][O:5][C:6]1[C:14]2[C:9](=[CH:10][CH:11]=[C:12]([Br:15])[CH:13]=2)[N:8]([S:16]([C:19]2[CH:24]=[CH:23][C:22]([O:25][CH3:26])=[CH:21][CH:20]=2)(=[O:18])=[O:17])[CH:7]=1.[OH-].[Li+].C(OCC)(=O)C.Cl>C1COCC1>[Br:15][C:12]1[CH:13]=[C:14]2[C:9](=[CH:10][CH:11]=1)[N:8]([S:16]([C:19]1[CH:20]=[CH:21][C:22]([O:25][CH3:26])=[CH:23][CH:24]=1)(=[O:17])=[O:18])[CH:7]=[C:6]2[O:5][CH2:4][C:3]([OH:27])=[O:2] |f:1.2|. Reported procedure: [5-Bromo-1-(4-methoxy-benzenesulfonyl)-1H-indol-3-yloxy]-acetic acid methyl ester (22, 32.0 mg, 0.007 mmol) was dissolved in THF (1.50 mL) and 1M lithium hydroxide (0.4 mL) was added to this solution. After stirring for 30 min at 25° C., ethyl acetate was added and the mixture was acidified with 1M hydrochloric acid. The organic layer was dried over magnesium sulfate, filtered and concentrated at reduced pressure to obtain a white solid (23, 28 mg, 90% yield). MS(ESI) [M−H+]−=438.0; 440.0. Reactants: OCCc1ccccc1Br, O=C([O-])O, CS(=O)(=O)Cl, ClCCl, [Na+], c1ccncc1. Product: CS(=O)(=O)OCCc1ccccc1Br. As a reaction SMILES: [Br:1][c:2]1[c:3]([CH2:8][CH2:9][OH:10])[cH:4][cH:5][cH:6][cH:7]1.[C:22](=[O:23])([O-:24])[OH:25].[CH3:17][S:18]([Cl:19])(=[O:20])=[O:21].[Cl:27][CH2:28][Cl:29].[Na+:26].[cH:11]1[cH:12][cH:13][n:14][cH:15][cH:16]1>>[Br:1][c:2]1[c:3]([CH2:8][CH2:9][O:10][S:18]([CH3:17])(=[O:20])=[O:21])[cH:4][cH:5][cH:6][cH:7]1.